This data is from the Open Reaction Database (ORD), a public repository of structured organic reaction records. The task is: describe an organic reaction: reactants, conditions, products, and yield RXN SMILES: C([Li])CCC.[Cl:6][C:7]1[N:12]=[C:11]([F:13])[C:10]([O:14][CH2:15][O:16][CH3:17])=[CH:9][CH:8]=1.[Br:18][C:19]1[CH:20]=[CH:21][C:22]([F:27])=[C:23]([CH:26]=1)[CH:24]=[O:25].[Cl-].[NH4+]>C1COCC1.CCOC(C)=O.O>[Br:18][C:19]1[CH:20]=[CH:21][C:22]([F:27])=[C:23]([CH:24]([C:9]2[CH:8]=[C:7]([Cl:6])[N:12]=[C:11]([F:13])[C:10]=2[O:14][CH2:15][O:16][CH3:17])[OH:25])[CH:26]=1 |f:3.4|. Run at temperature -78 celsius. Reactants: ClC1=CC=C(C(=N1)F)OCOC (6-chloro-2-fluoro-3-(methoxymethoxy)pyridine), BrC=1C=CC(=C(C=O)C1)F (5-bromo-2-fluorobenzaldehyde), C(CCC)[Li] (Butyllithium), [Cl-].[NH4+] (ammonium chloride). The solvent is C1CCOC1 (THF), C1CCOC1 (THF), C1CCOC1 (THF), CCOC(=O)C (EtOAc), O (water). Procedure: DIPA (0.750 mL, 5.35 mmol) was dissolved in dry THF (20 mL) under nitrogen and cooled in a dry ice bath to −78° C. Butyllithium solution (2.5 M in hexanes, 2.0 mL, 5.00 mmol) was added and the solution was stirred for a few minutes. A solution of 6-chloro-2-fluoro-3-(methoxymethoxy)pyridine (0.864 g, 4.51 mmol) in dry THF (10 mL) was added slowly and the resulting solution stirred for 40 minutes. A solution of 5-bromo-2-fluorobenzaldehyde (1.02 g, 5.05 mmol) in dry THF (1 mL) was added dropwise.... Product: BrC=1C=CC(=C(C1)C(O)C1=C(C(=NC(=C1)Cl)F)OCOC)F ((5-bromo-2-fluorophenyl)(6-chloro-2-fluoro-3-(methoxymethoxy)pyridin-4-yl)methanol).